Dataset: the Open Reaction Database (ORD), a public repository of structured organic reaction records. Task: describe an organic reaction: reactants, conditions, products, and yield Starting materials: FC(F)(F)S(=O)(=O)OS(=O)(=O)C(F)(F)F (Trifluoromethylsulfonic anhydride), CC1(OCC(O1)CO)C (solketal), N1=C(C=CC=C1C)C (2,6-lutidine). Solvent: C(Cl)Cl (DCM), C(Cl)Cl (DCM), O (water). Conditions: temperature 0 celsius, time 1 hour. Yields the product FC(S(=O)(=O)OCC1OC(OC1)(C)C)(F)F ((2,2-Dimethyl-1,3-dioxolan-4-yl)methyl trifluoromethanesulfonate), crude material. RXN SMILES: [F:1][C:2]([S:5]([O:8]S(C(F)(F)F)(=O)=O)(=[O:7])=[O:6])([F:4])[F:3].[CH3:16][C:17]1([CH3:24])[O:21][CH:20]([CH2:22]O)[CH2:19][O:18]1.N1C(C)=CC=CC=1C>C(Cl)Cl.O>[F:1][C:2]([F:4])([F:3])[S:5]([O:8][CH2:22][CH:20]1[CH2:19][O:18][C:17]([CH3:24])([CH3:16])[O:21]1)(=[O:7])=[O:6]. Reported procedure: Trifluoromethylsulfonic anhydride (7.03 ml, 41.6 mmol) was added dropwise over 15 mins to a solution of solketal (4.70 ml, 37.8 mmol) and 2,6-lutidine (5.73 ml, 49.2 mmol) in DCM (126 mL) at 0° C. The mixture was stirred at 0° C. for 1 hour. The mixture was diluted with DCM (100 mL) and water (100 mL), the phases were separated and the aqueous phase extracted with DCM (3×50 mL). The combined organic extracts were dried over sodium sulfate and evaporated under vacuum to afford the title compound ... Reactants: resultant mixture, C(C)C1=C(C=C(C=C1)OC)O (2-ethyl-5-methoxyphenol), C(C1=CC=CC=C1)Br (benzyl bromide), C([O-])([O-])=O.[K+].[K+] (potassium carbonate). The solvent is CC(=O)C (acetone). Yields the product C(C1=CC=CC=C1)OC=1C=C(C=CC1CC)OC (3-benzyloxy-4-ethyl-1-methoxybenzene). Yield: 102.0%. As a reaction SMILES: [CH2:1]([C:3]1[CH:8]=[CH:7][C:6]([O:9][CH3:10])=[CH:5][C:4]=1[OH:11])[CH3:2].C(=O)([O-])[O-].[K+].[K+].[CH2:18](Br)[C:19]1[CH:24]=[CH:23][CH:22]=[CH:21][CH:20]=1>CC(C)=O>[CH2:18]([O:11][C:4]1[CH:5]=[C:6]([O:9][CH3:10])[CH:7]=[CH:8][C:3]=1[CH2:1][CH3:2])[C:19]1[CH:24]=[CH:23][CH:22]=[CH:21][CH:20]=1 |f:1.2.3|. Procedure details: Under a nitrogen atmosphere, 18.30 g (120.2 mmol) of 2-ethyl-5-methoxyphenol (2) was dissolved in 150 ml of acetone. To this solution was added 33.24 g (240.5 mmol) of potassium carbonate followed by 15.02 ml (126.3 mmol) of benzyl bromide. The resultant mixture was heated to reflux for 16 hours. The reaction mixture was concentrated in vacuo and partitioned between ethyl acetate (300 ml) and water (300 ml). The ethyl acetate layer was separated, washed with 1M NaOH (2×200 mL) and brine (1×200 m... Reactants: CCI, COC(=O)Cc1ccc(C(=O)OC)s1, [H-], [Na+], O=C=O, CN(C)C=O. Yields the product CCC(C(=O)OC)c1ccc(C(=O)OC)s1. RXN SMILES: [CH2:17]([CH3:18])[I:19].[CH3:3][O:4][C:5]([CH2:6][c:7]1[cH:8][cH:9][c:10]([C:12](=[O:13])[O:14][CH3:15])[s:11]1)=[O:16].[H-:1].[Na+:2].[O:20]=[C:21]=[O:22].[O:23]=[CH:24][N:25]([CH3:26])[CH3:27]>>[CH3:3][O:4][C:5]([CH:6]([c:7]1[cH:8][cH:9][c:10]([C:12](=[O:13])[O:14][CH3:15])[s:11]1)[CH2:17][CH3:18])=[O:16]. The reactants are Cc1ccc(-n2nc(C(C)(C)C)cc2N)cc1, O=C(Cl)OC(Cl)(Cl)Cl, ClCCl, [Na+], O=C([O-])O. Product: Cc1ccc(-n2nc(C(C)(C)C)cc2N=C=O)cc1. As a reaction SMILES: [C:6]([CH3:7])([CH3:8])([CH3:9])[c:10]1[n:11][n:12](-[c:16]2[cH:17][cH:18][c:19]([CH3:22])[cH:20][cH:21]2)[c:13]([NH2:15])[cH:14]1.[Cl:23][C:24]([O:25][C:26]([Cl:27])=[O:28])([Cl:29])[Cl:30].[Cl:31][CH2:32][Cl:33].[Na+:5].[O-:1][C:2](=[O:3])[OH:4]>>[C:2](=[O:4])=[N:15][c:13]1[n:12](-[c:16]2[cH:17][cH:18][c:19]([CH3:22])[cH:20][cH:21]2)[n:11][c:10]([C:6]([CH3:7])([CH3:8])[CH3:9])[cH:14]1. Starting materials: O=C1CCC(=O)N1Br, ClCCl, O=C(O)C(CC1CCCC1)c1ccc(Cl)c(Cl)c1, Nc1ccc(Br)cn1, O, c1ccc(P(c2ccccc2)c2ccccc2)cc1, c1ccncc1. Product: O=C(Nc1ccc(Br)cn1)C(CC1CCCC1)c1ccc(Cl)c(Cl)c1. RXN SMILES: [Br:20][N:21]1[C:22](=[O:23])[CH2:24][CH2:25][C:26]1=[O:27].[CH2:60]([Cl:61])[Cl:62].[CH:28]1([CH2:33][CH:34]([C:35](=[O:36])[OH:37])[c:38]2[cH:39][c:40]([Cl:45])[c:41]([Cl:44])[cH:42][cH:43]2)[CH2:29][CH2:30][CH2:31][CH2:32]1.[NH2:46][c:47]1[n:48][cH:49][c:50]([Br:53])[cH:51][cH:52]1.[OH2:63].[c:1]1([P:2]([c:3]2[cH:4][cH:5][cH:6][cH:7][cH:8]2)[c:9]2[cH:10][cH:11][cH:12][cH:13][cH:14]2)[cH:15][cH:16][cH:17][cH:18][cH:19]1.[cH:54]1[cH:55][cH:56][n:57][cH:58][cH:59]1>>[CH:28]1([CH2:33][CH:34]([C:35](=[O:37])[NH:46][c:47]2[n:48][cH:49][c:50]([Br:53])[cH:51][cH:52]2)[c:38]2[cH:39][c:40]([Cl:45])[c:41]([Cl:44])[cH:42][cH:43]2)[CH2:29][CH2:30][CH2:31][CH2:32]1. Reactants: C(C)(C)(C)OC(=O)N1CC(CCC1)OC1=C(C=CC=C1)Br (3-(2-Bromo-phenoxy)-piperidine-1-carboxylic acid tert-butyl ester), N1CCNCC1 (piperazine), C=1C=CC(=CC1)P(C=2C=CC=CC2)C3=CC=C4C=CC=CC4=C3C5=C6C=CC=CC6=CC=C5P(C=7C=CC=CC7)C=8C=CC=CC8 (BINAP), CC(C)([O-])C.[Na+] (sodium tert-butoxide). The reagents and catalysts are C=1C=CC(=CC1)/C=C/C(=O)/C=C/C2=CC=CC=C2.C=1C=CC(=CC1)/C=C/C(=O)/C=C/C2=CC=CC=C2.C=1C=CC(=CC1)/C=C/C(=O)/C=C/C2=CC=CC=C2.[Pd].[Pd] (Pd2(dba)3). Run at temperature 100 celsius. Product: C(C)(C)(C)OC(=O)N1CC(CCC1)OC1=C(C=CC=C1)N1CCNCC1 (3-(2-Piperazin-1-yl-phenoxy)-piperidine-1-carboxylic acid tert-buyl ester). Isolated yield 51.0%. As a reaction SMILES: [C:1]([O:5][C:6]([N:8]1[CH2:13][CH2:12][CH2:11][CH:10]([O:14][C:15]2[CH:20]=[CH:19][CH:18]=[CH:17][C:16]=2Br)[CH2:9]1)=[O:7])([CH3:4])([CH3:3])[CH3:2].[NH:22]1[CH2:27][CH2:26][NH:25][CH2:24][CH2:23]1.C1C=CC(P(C2C(C3C(P(C4C=CC=CC=4)C4C=CC=CC=4)=CC=C4C=3C=CC=C4)=C3C(C=CC=C3)=CC=2)C2C=CC=CC=2)=CC=1.CC(C)([O-])C.[Na+]>C1C=CC(/C=C/C(/C=C/C2C=CC=CC=2)=O)=CC=1.C1C=CC(/C=C/C(/C=C/C2C=CC=CC=2)=O)=CC=1.C1C=CC(/C=C/C(/C=C/C2C=CC=CC=2)=O)=CC=1.[Pd].[Pd]>[C:1]([O:5][C:6]([N:8]1[CH2:13][CH2:12][CH2:11][CH:10]([O:14][C:15]2[CH:20]=[CH:19][CH:18]=[CH:17][C:16]=2[N:22]2[CH2:27][CH2:26][NH:25][CH2:24][CH2:23]2)[CH2:9]1)=[O:7])([CH3:4])([CH3:3])[CH3:2] |f:3.4,5.6.7.8.9|. Procedure: The compound of Step 1 (600 mg, 1.68 mmol), piperazine (174 mg, 2.02 mmol), Pd2(dba)3 (77 mg, 0.084 mmol), BINAP (157 mg, 0.252 mmol), and sodium tert-butoxide (226 mg, 2.35 mmol) were mixed together and degassed followed by the addition of toluene (20 mL). The mixture was heated to 100° C. for about 16 hours. The mixture was cooled to r.t, and then diluted with ether (50 mL), filtered through celite and concentrated. The residue was subjected to SCX purification, and the resultant oil was chrom... The reactants are C(C1=CC=CC=C1)ONC(=O)[C@@H](C\C=C\C1=CC=CC=C1)[C@H](C(=O)NNC[C@H](CC)C)CC(C)C ((E)-2(R)-[1(S)-(benzyloxycarbamoyl)-4-phenyl-3-butenyl]-4-methyl-2′-(2(S)-methylbutyl)valerohydrazide), N1(N=NC=C1)CC(=O)O (1,2,3-triazole-1-acetic acid). Product: C(C1=CC=CC=C1)ONC(=O)[C@@H](C\C=C\C1=CC=CC=C1)[C@H](C(=O)NN(C(CN1N=NC=C1)=O)C[C@H](CC)C)CC(C)C ((E)-2(R)-[1(S)-(benzyloxycarbamoyl)-4-phenyl-3-butenyl]-4-methyl-2′-(2(S)-methylbutyl)-2′-[2-(1H-1,2,3-triazol-1-yl)acetyl]valerohydrazide). RXN SMILES: [CH2:1]([O:8][NH:9][C:10]([C@H:12]([C@@H:22]([CH2:32][CH:33]([CH3:35])[CH3:34])[C:23]([NH:25][NH:26][CH2:27][C@@H:28]([CH3:31])[CH2:29][CH3:30])=[O:24])[CH2:13]/[CH:14]=[CH:15]/[C:16]1[CH:21]=[CH:20][CH:19]=[CH:18][CH:17]=1)=[O:11])[C:2]1[CH:7]=[CH:6][CH:5]=[CH:4][CH:3]=1.[N:36]1([CH2:41][C:42](O)=[O:43])[CH:40]=[CH:39][N:38]=[N:37]1>>[CH2:1]([O:8][NH:9][C:10]([C@H:12]([C@@H:22]([CH2:32][CH:33]([CH3:34])[CH3:35])[C:23]([NH:25][N:26]([CH2:27][C@@H:28]([CH3:31])[CH2:29][CH3:30])[C:42](=[O:43])[CH2:41][N:36]1[CH:40]=[CH:39][N:38]=[N:37]1)=[O:24])[CH2:13]/[CH:14]=[CH:15]/[C:16]1[CH:21]=[CH:20][CH:19]=[CH:18][CH:17]=1)=[O:11])[C:2]1[CH:3]=[CH:4][CH:5]=[CH:6][CH:7]=1. Procedure: In a manner analogous to that described in Example 8 from (E)-2(R)-[1(S)-(benzyloxycarbamoyl)-4-phenyl-3-butenyl]-4-methyl-2′-(2(S)-methylbutyl)valerohydrazide and using 1,2,3-triazole-1-acetic acid in place of N-tert-butoxycarbonyl-β-alanine there was obtained (E)-2(R)-[1(S)-(benzyloxycarbamoyl)-4-phenyl-3-butenyl]-4-methyl-2′-(2(S)-methylbutyl)-2′-[2-(1H-1,2,3-triazol-1-yl)acetyl]valerohydrazide in the form of a gum.